This data is from the Open Reaction Database (ORD), a public repository of structured organic reaction records. The task is: describe an organic reaction: reactants, conditions, products, and yield As a reaction SMILES: [CH3:10][S-:11].[CH3:13][CH2:14][OH:15].[Cl:1][CH2:2][c:3]1[cH:4][cH:5][c:6]([Cl:9])[n:7][cH:8]1.[Na+:12]>>[CH2:2]([c:3]1[cH:4][cH:5][c:6]([Cl:9])[n:7][cH:8]1)[S:11][CH3:10]. Starting materials: C[S-], CCO, ClCc1ccc(Cl)nc1, [Na+]. Yields the product CSCc1ccc(Cl)nc1. The reactants are COC=1C=CC=C2C(=NC(=NC12)Cl)NC1=C(C=CC=C1)C (8-methoxy-4-(2-methylphenylamino)-2-chloroquinazoline), NC=1C(=CC=CC1)C (o-toluidine). Run in C(C)O (ethanol). Yields the product COC=1C=CC=C2C(=NC(=NC12)NC1=C(C=CC=C1)C)NC1=C(C=CC=C1)C (8-Methoxy-2,4-bis(2-methylphenylamino)quinazoline). Reaction SMILES: [CH3:1][O:2][C:3]1[CH:4]=[CH:5][CH:6]=[C:7]2[C:12]=1[N:11]=[C:10](Cl)[N:9]=[C:8]2[NH:14][C:15]1[CH:20]=[CH:19][CH:18]=[CH:17][C:16]=1[CH3:21].[NH2:22][C:23]1[C:24]([CH3:29])=[CH:25][CH:26]=[CH:27][CH:28]=1>C(O)C>[CH3:1][O:2][C:3]1[CH:4]=[CH:5][CH:6]=[C:7]2[C:12]=1[N:11]=[C:10]([NH:22][C:23]1[CH:28]=[CH:27][CH:26]=[CH:25][C:24]=1[CH3:29])[N:9]=[C:8]2[NH:14][C:15]1[CH:20]=[CH:19][CH:18]=[CH:17][C:16]=1[CH3:21]. Procedure details: 8-methoxy-4-(2-methylphenylamino)-2-chloroquinazoline (1.00 g, 0.0033 mol) was dissolved in ethanol (15 ml) with o-toluidine (1.06 g, 0.0099 mol) and heated in a sealed vessel at 150° for 5 hours. After cooling and removal of excess solvent in vacuo the solid was chromatographed (silica gel, chloroform). 8-Methoxy-2,4-bis(2-methylphenylamino)quinazoline was isolated as crystals (0.93 g, from ethanol/water, m.p. 185°-187°. Starting materials: C(C)OC(CO[C@@H]1[C@]2(C)[C@@H](CC1)[C@@H]1CC=C3N(C(CC[C@]3(C)[C@H]1CC2)=O)C(C2=CC=CC=C2)=O)=O (4-N-benzoyl-4-azaandrost-5-en-3-on-17β-yloxyacetic acid ethyl ester), O.NN (hydrazine hydrate). Run in C(Cl)Cl (CH2Cl2). The product is C(C)OC(CO[C@@H]1[C@]2(C)[C@@H](CC1)[C@@H]1CC=C3NC(CC[C@]3(C)[C@H]1CC2)=O)=O (4-azaandrost-5-en-3-on-17β-yloxyacetic acid ethyl ester). Reaction SMILES: [CH2:1]([O:3][C:4](=[O:35])[CH2:5][O:6][C@H:7]1[CH2:12][CH2:11][C@H:10]2[C@H:13]3[C@H:23]([CH2:24][CH2:25][C@:8]12[CH3:9])[C@:21]1([CH3:22])[C:16]([N:17](C(=O)C2C=CC=CC=2)[C:18](=[O:26])[CH2:19][CH2:20]1)=[CH:15][CH2:14]3)[CH3:2].O.NN>C(Cl)Cl>[CH2:1]([O:3][C:4](=[O:35])[CH2:5][O:6][C@H:7]1[CH2:12][CH2:11][C@H:10]2[C@H:13]3[C@H:23]([CH2:24][CH2:25][C@:8]12[CH3:9])[C@:21]1([CH3:22])[C:16]([NH:17][C:18](=[O:26])[CH2:19][CH2:20]1)=[CH:15][CH2:14]3)[CH3:2] |f:1.2|. Procedure: To the product of Step C, above, (90 mg) in CH2Cl2 (2.0 ml) was added hydrazine hydrate (0.2 ml). The mixture was shaken for a few minutes and purified via preparative TLC using two silica gel plates (1500μ) developed with EtOAc to give the title product (Rf =0.54). Reactants: ClCCOC1=CC=C(C=C1)C(=C(CC)C=1C=CC2=C(CCO2)C1)C1=CC=C(C=C1)O (4-(1-(4-(2-chloroethoxy)phenyl)-2-(2,3-dihydrobenzofuran-5-yl)but-1-enyl)phenol), CN (CH3NH2). The solvent is CO (MeOH). Run at temperature 85 celsius. Yields the product O1CCC2=C1C=CC(=C2)C(=C(C2=CC=C(C=C2)OCCNC)C2=CC=C(C=C2)O)CC (4-(2-(2,3-dihydrobenzofuran-5-yl)-1-(4-(2-(methylamino)ethoxy)-phenyl)but-1-enyl)phenol). RXN SMILES: Cl[CH2:2][CH2:3][O:4][C:5]1[CH:10]=[CH:9][C:8]([C:11]([C:24]2[CH:29]=[CH:28][C:27]([OH:30])=[CH:26][CH:25]=2)=[C:12]([C:15]2[CH:16]=[CH:17][C:18]3[O:22][CH2:21][CH2:20][C:19]=3[CH:23]=2)[CH2:13][CH3:14])=[CH:7][CH:6]=1.[CH3:31][NH2:32]>CO>[O:22]1[C:18]2[CH:17]=[CH:16][C:15]([C:12]([CH2:13][CH3:14])=[C:11]([C:24]3[CH:25]=[CH:26][C:27]([OH:30])=[CH:28][CH:29]=3)[C:8]3[CH:9]=[CH:10][C:5]([O:4][CH2:3][CH2:2][NH:32][CH3:31])=[CH:6][CH:7]=3)=[CH:23][C:19]=2[CH2:20][CH2:21]1. Procedure details: To a stirred solution of 4-(1-(4-(2-chloroethoxy)phenyl)-2-(2,3-dihydrobenzofuran-5-yl)but-1-enyl)phenol (500 mg, 1.0 eq) in 20 mL MeOH, 10 mL CH3NH2 (aq) was added and heated at 85° C. for 24 h. The solvent was removed in vacuo, water was added to the residue and extracted with EtOAc. The extract was dried, concentrated, and purified by column chromatography to give the desired product (Z/E=1/1). 1H NMR (400 MHz, CDCl3) δ 7.10 & 7.01 (d, J=8.8 Hz, 2H), 6.92 (s, 1H), 6.83 (d, J=8.4 Hz, 1H), 6.82... The reactants are ClCCl, CNCc1nc2cccc(C(=O)OC)c2[nH]1, COc1cc(C)c(S(=O)(=O)Cl)c(C)c1. As a reaction SMILES: [CH2:31]([Cl:32])[Cl:33].[CH3:15][NH:16][CH2:17][c:18]1[n:19][c:20]2[c:21]([nH:22]1)[c:23]([C:27](=[O:28])[O:29][CH3:30])[cH:24][cH:25][cH:26]2.[CH3:1][c:2]1[c:3]([S:11](=[O:12])(=[O:13])[Cl:14])[c:4]([CH3:10])[cH:5][c:6]([O:8][CH3:9])[cH:7]1>>[CH3:1][c:2]1[c:3]([S:11](=[O:12])(=[O:13])[N:16]([CH3:15])[CH2:17][c:18]2[n:19][c:20]3[c:21]([nH:22]2)[c:23]([C:27](=[O:28])[O:29][CH3:30])[cH:24][cH:25][cH:26]3)[c:4]([CH3:10])[cH:5][c:6]([O:8][CH3:9])[cH:7]1. Yields the product COC(=O)c1cccc2nc(CN(C)S(=O)(=O)c3c(C)cc(OC)cc3C)[nH]c12. Starting materials: O=C([O-])O, CCC(CC)(c1ccc(C#CC2(O)CCCCC2)c(C)c1)c1ccc(B2OC(C)(C)C(C)(C)O2)c(C)c1, ClCCl, [Na+], C[Si](C)(C)OS(=O)(=O)C(F)(F)F, Cc1cccc(C)n1. Yields the product CCC(CC)(c1ccc(C#CC2(O[Si](C)(C)C)CCCCC2)c(C)c1)c1ccc(B2OC(C)(C)C(C)(C)O2)c(C)c1. As a reaction SMILES: [C:58](=[O:59])([OH:60])[O-:61].[CH2:9]([CH3:10])[C:11]([CH2:12][CH3:13])([c:14]1[cH:15][c:16]([CH3:29])[c:17]([B:20]2[O:21][C:22]([CH3:27])([CH3:28])[C:23]([CH3:25])([CH3:26])[O:24]2)[cH:18][cH:19]1)[c:30]1[cH:31][c:32]([CH3:45])[c:33]([C:36]#[C:37][C:38]2([OH:44])[CH2:39][CH2:40][CH2:41][CH2:42][CH2:43]2)[cH:34][cH:35]1.[Cl:63][CH2:64][Cl:65].[Na+:62].[S:46]([O:47][Si:54]([CH3:55])([CH3:56])[CH3:57])([C:48]([F:49])([F:50])[F:51])(=[O:52])=[O:53].[n:1]1[c:2]([CH3:3])[cH:4][cH:5][cH:6][c:7]1[CH3:8]>>[CH2:9]([CH3:10])[C:11]([CH2:12][CH3:13])([c:14]1[cH:15][c:16]([CH3:29])[c:17]([B:20]2[O:21][C:22]([CH3:27])([CH3:28])[C:23]([CH3:25])([CH3:26])[O:24]2)[cH:18][cH:19]1)[c:30]1[cH:31][c:32]([CH3:45])[c:33]([C:36]#[C:37][C:38]2([O:44][Si:54]([CH3:55])([CH3:56])[CH3:57])[CH2:39][CH2:40][CH2:41][CH2:42][CH2:43]2)[cH:34][cH:35]1. Starting materials: BrC1C(C2=CC=CC=C2C1)=O (2-bromo-1-indanone), Cl.N1C=NC(=C1)CC(=S)N (4-imidazolyl thioacetamide hydrochloride). The solvent is CC(C)O (2-propanol). The product is N1C=NC(=C1)CC=1SC2=C(N1)C=1C=CC=CC1C2 (2-(4-imidazolylmethyl)-8H-indeno[1,2-d]thiazole). Isolated yield 32.4%. As a reaction SMILES: Br[CH:2]1[CH2:10][C:9]2[C:4](=[CH:5][CH:6]=[CH:7][CH:8]=2)[C:3]1=O.Cl.[NH:13]1[CH:17]=[C:16]([CH2:18][C:19]([NH2:21])=[S:20])[N:15]=[CH:14]1>CC(O)C>[NH:13]1[CH:17]=[C:16]([CH2:18][C:19]2[S:20][C:2]3[CH2:10][C:9]4[CH:8]=[CH:7][CH:6]=[CH:5][C:4]=4[C:3]=3[N:21]=2)[N:15]=[CH:14]1 |f:1.2|. Reported procedure: 0.34 g of 2-bromo-1-indanone and 0.26 g of 4-imidazolyl thioacetamide hydrochloride were dissolved in 7 ml of 2-propanol with heating, and the solution was heated for 30 minutes under reflux. After cooling the reaction solution, the precipitated crystals were collected by filtration and washed with ethyl acetate. The collected crystals were partitioned between chloroform and a saturated aqueous sodium bicarbonate solution, and the aqueous layer was extracted with chloroform several times. The co... Starting materials: BrB(Br)Br, COc1cc2c(cc1C(C)=O)C(C)(C)CCC2(C)C, ClCCl. Product: CC(=O)c1cc2c(cc1O)C(C)(C)CCC2(C)C. As a reaction SMILES: [B:20]([Br:21])([Br:22])[Br:23].[CH3:1][O:2][c:3]1[c:4]([C:17]([CH3:18])=[O:19])[cH:5][c:6]2[c:11]([cH:12]1)[C:10]([CH3:13])([CH3:14])[CH2:9][CH2:8][C:7]2([CH3:15])[CH3:16].[Cl:24][CH2:25][Cl:26]>>[OH:2][c:3]1[c:4]([C:17]([CH3:18])=[O:19])[cH:5][c:6]2[c:11]([cH:12]1)[C:10]([CH3:13])([CH3:14])[CH2:9][CH2:8][C:7]2([CH3:15])[CH3:16]. The reactants are C(C)OC(C(CC1=CC(=C(C=C1)O)C)OCC)=O ([rac]-2-ethoxy-3-(4-hydroxy-3-methyl-phenyl)-propionic acid ethyl ester), C1(=CC=CC=C1)P(C1=CC=CC=C1)C1=CC=CC=C1 (triphenylphosphine), CC1=C(N=C(S1)C1=CC=C(C=C1)OC(F)(F)F)CCO (2-[5-methyl-2-(4-trifluoromethoxy-phenyl)-thiazol-4-yl]-ethanol), COC(CC(C(C)Br)=O)=O ([rac]-4-bromo-3-oxo-pentanoic acid methyl ester), FC(OC1=CC=C(C(=S)N)C=C1)(F)F (4-trifluoromethoxy-thiobenzamide), N(=NC(=O)OCC)C(=O)OCC (DEAD). Solvent: O1CCCC1 (tetrahydrofuran). The product is C(C)OC(C(CC1=CC(=C(C=C1)OCCC=1N=C(SC1C)C1=CC=C(C=C1)OC(F)(F)F)C)OCC)=O ([rac]-2-ethoxy-3-(3-methyl-4-{2-[5-methyl-2-(4-trifluoromethoxy-phenyl)-thiazol-4-yl]-ethoxy}-phenyl)-propionic acid ethyl ester). Reaction SMILES: [CH2:1]([O:3][C:4](=[O:18])[CH:5]([O:15][CH2:16][CH3:17])[CH2:6][C:7]1[CH:12]=[CH:11][C:10]([OH:13])=[C:9]([CH3:14])[CH:8]=1)[CH3:2].[CH3:19][C:20]1[S:24][C:23]([C:25]2[CH:30]=[CH:29][C:28]([O:31][C:32]([F:35])([F:34])[F:33])=[CH:27][CH:26]=2)=[N:22][C:21]=1[CH2:36][CH2:37]O.COC(=O)CC(=O)C(Br)C.FC(F)(F)OC1C=CC(C(N)=S)=CC=1.C1(P(C2C=CC=CC=2)C2C=CC=CC=2)C=CC=CC=1.N(C(OCC)=O)=NC(OCC)=O>O1CCCC1>[CH2:1]([O:3][C:4](=[O:18])[CH:5]([O:15][CH2:16][CH3:17])[CH2:6][C:7]1[CH:12]=[CH:11][C:10]([O:13][CH2:37][CH2:36][C:21]2[N:22]=[C:23]([C:25]3[CH:30]=[CH:29][C:28]([O:31][C:32]([F:35])([F:33])[F:34])=[CH:27][CH:26]=3)[S:24][C:20]=2[CH3:19])=[C:9]([CH3:14])[CH:8]=1)[CH3:2]. Procedure: In analogy to the procedure described in example 1 d], [rac]-2-ethoxy-3-(4-hydroxy-3-methyl-phenyl)-propionic acid ethyl ester (example 4 c]) was reacted with 2-[5-methyl-2-(4-trifluoromethoxy-phenyl)-thiazol-4-yl]-ethanol (prepared from [rac]-4-bromo-3-oxo-pentanoic acid methyl ester [PCT Int. Appl. (2001), WO 01/79202] and 4-trifluoromethoxy-thiobenzamide in analogy to the procedures described in examples 12 a] and 12 b]) in tetrahydrofuran in the presence of triphenylphosphine and DEAD (dieth... Starting materials: Cc1cc(Br)ccc1C(CCO)CNC(=O)OC(C)(C)C, [Cl-], ClCCl, [NH4+], CS(=O)(=O)Cl. Product: Cc1cc(Br)ccc1C(CCOS(C)(=O)=O)CNC(=O)OC(C)(C)C. As a reaction SMILES: [C:6]([CH3:7])([CH3:8])([CH3:9])[O:10][C:11]([NH:12][CH2:13][CH:14]([CH2:15][CH2:16][OH:17])[c:18]1[c:19]([CH3:25])[cH:20][c:21]([Br:24])[cH:22][cH:23]1)=[O:26].[Cl-:27].[Cl:29][CH2:30][Cl:31].[NH4+:28].[S:1](=[O:2])(=[O:3])([CH3:4])[Cl:5]>>[S:1](=[O:2])(=[O:3])([CH3:4])[O:17][CH2:16][CH2:15][CH:14]([CH2:13][NH:12][C:11]([O:10][C:6]([CH3:7])([CH3:8])[CH3:9])=[O:26])[c:18]1[c:19]([CH3:25])[cH:20][c:21]([Br:24])[cH:22][cH:23]1.